From a dataset of the Open Reaction Database (ORD), a public repository of structured organic reaction records. describe an organic reaction: reactants, conditions, products, and yield The reactants are C[O-].[Na+] (sodium methoxide), BrC1=CC=C(S1)C=1SC(=CC1)C1=CC=C(C=C1)C(C)(C)C (5'-Bromo-5-[4-(1,1-dimethylethyl)phenyl][2,2'-bithienyl]), Cl (hydrochloric acid). Solvent: CO (methanol), O1CCCC1 (tetrahydrofuran). Run at time 3 hour. Product: COC1=CC=C(S1)C=1SC(=CC1)C1=CC=C(C=C1)C (5'-methoxy-5-(4-methylphenyl)[2,2'-bithienyl]). The yield is 52.4%. Reaction SMILES: Br[C:2]1[S:6][C:5]([C:7]2[S:8][C:9]([C:12]3[CH:17]=[CH:16][C:15]([C:18](C)(C)C)=[CH:14][CH:13]=3)=[CH:10][CH:11]=2)=[CH:4][CH:3]=1.[CH3:22][O-:23].[Na+].Cl>O1CCCC1.CO>[CH3:22][O:23][C:2]1[S:6][C:5]([C:7]2[S:8][C:9]([C:12]3[CH:17]=[CH:16][C:15]([CH3:18])=[CH:14][CH:13]=3)=[CH:10][CH:11]=2)=[CH:4][CH:3]=1 |f:1.2|. Procedure details: A solution of 1.5 grams (0.004 mole) of 5'-bromo-5-(4-methylphenyl) [2,2'-bithienyl] (prepared as in Example 64) in 25 ml of dry tetrahydrofuran was stirred, and 0.24 gram (0.0044 mole) of sodium methoxide in methanol was added. Upon completion of addition the reaction mixture was stirred at ambient temperature for three hours, then was heated under reflux for 16 hours. The reaction mixture was cooled and 50 ml of aqueous 10% hydrochloric acid was added. The mixture was extracted with methylene ... RXN SMILES: [Li+].[OH-:2].C([O:5][C:6](=[O:23])[CH2:7][NH:8][CH2:9][C:10]1[CH:15]=[CH:14][C:13]([O:16][C:17]2[CH:22]=[CH:21][CH:20]=[CH:19][CH:18]=2)=[CH:12][CH:11]=1)C>C1COCC1.CO.O>[O:16]([C:13]1[CH:14]=[CH:15][C:10]([C:9]([NH:8][CH2:7][C:6]([OH:5])=[O:23])=[O:2])=[CH:11][CH:12]=1)[C:17]1[CH:22]=[CH:21][CH:20]=[CH:19][CH:18]=1 |f:0.1,3.4.5|. Reported procedure: LiOH (4.81 g, 114.63 mmol) was added to a stirred solution of (4-phenoxy-benzylamino)-acetic acid ethyl ester (5.72 g, 19.12 mmol) in THF:MeOH:H2O (3:1:1, 75 mL), and the resulting mixture was stirred at room temperature for 5 hrs. The MeOH and THF were evaporated, and the residue was acidified with cold 20% aqueous HCl. The resulting precipitate was filtered, washed with water and dried to afford 4.74 g (91.41% yield) of (4-phenoxy-benzoylamino)-acetic acid. 1H NMR (DMSO): δ 7.8 (d, 2H,), 7.75 ... The reactants are [Li+].[OH-] (LiOH), C(C)OC(CNCC1=CC=C(C=C1)OC1=CC=CC=C1)=O ((4-phenoxy-benzylamino)-acetic acid ethyl ester). The product is O(C1=CC=CC=C1)C1=CC=C(C(=O)NCC(=O)O)C=C1 ((4-phenoxy-benzoylamino)-acetic acid). The solvent is C1CCOC1.CO.O (THF MeOH H2O). The yield is 91.4%. Conditions: time 5 hour. The reagents and catalysts are [Zn] (zinc). Starting materials: Cl (hydrochloric acid), CC(CCCCC)=O (2-heptanone), BrCC(=O)OCC (ethyl bromoacetate), II (iodine). RXN SMILES: [CH3:1][C:2](=[O:8])[CH2:3][CH2:4][CH2:5][CH2:6][CH3:7].Br[CH2:10][C:11]([O:13][CH2:14][CH3:15])=[O:12].II.Cl>O1CCOCC1.[Zn]>[OH:8][C:2]([CH3:1])([CH2:3][CH2:4][CH2:5][CH2:6][CH3:7])[CH2:10][C:11]([O:13][CH2:14][CH3:15])=[O:12]. Procedure details: To a solution of 2-heptanone (10.1 mL) in 1,4-dioxane (150 mL) were added ethyl bromoacetate (9.6 mL), zinc (8.5 g) and iodine (3.7 g) at room temperature and the solution was sonicated. After 2 hours 1N hydrochloric acid was added dropwise to the reaction solution, which was extracted with ethyl acetate. The organic layer was washed with water and brine, dried over anhydrous magnesium sulfate and concentrated. The obtained residue purified by flush column chromatography (n-hexane:ethyl acetate=... Run in O1CCOCC1 (1,4-dioxane). The product is OC(CC(=O)OCC)(CCCCC)C (Ethyl 3-hydroxy-3-methyloctanoate). Reactants: CC(=O)O, CO, Cc1ccc([N+](=O)[O-])cc1N(c1ccc(F)c(Cl)c1)c1cc(N)ncn1, [Fe]. Yields the product Cc1ccc(N)cc1N(c1ccc(F)c(Cl)c1)c1cc(N)ncn1. Reaction SMILES: [C:27]([OH:28])(=[O:29])[CH3:30].[CH3:31][OH:32].[Cl:1][c:2]1[cH:3][c:4]([N:9]([c:10]2[n:11][cH:12][n:13][c:14]([NH2:16])[cH:15]2)[c:17]2[c:18]([CH3:26])[cH:19][cH:20][c:21]([N+:23]([O-:24])=[O:25])[cH:22]2)[cH:5][cH:6][c:7]1[F:8].[Fe:33]>>[Cl:1][c:2]1[cH:3][c:4]([N:9]([c:10]2[n:11][cH:12][n:13][c:14]([NH2:16])[cH:15]2)[c:17]2[c:18]([CH3:26])[cH:19][cH:20][c:21]([NH2:23])[cH:22]2)[cH:5][cH:6][c:7]1[F:8].